This data is from the Open Reaction Database (ORD), a public repository of structured organic reaction records. The task is: describe an organic reaction: reactants, conditions, products, and yield The reactants are Cl (hydrochloric acid), C(#N)C=1C(NC2=CC=CC=C2C1)=O (3-cyano-2(1H)-quinolinone), [Cl-].[NH4+] (ammonium chloride), [N-]=[N+]=[N-].[Na+] (sodium azide). Solvent: CN(C=O)C (dimethylformamide), O (water). Conditions: temperature 120 celsius. Yields the product N1N=NN=C1C=1C(NC2=CC=CC=C2C1)=O (3-(IH-tetrazol-5-yl)-2(1H)-quinolinone). RXN SMILES: [C:1]([C:3]1[C:4](=[O:13])[NH:5][C:6]2[C:11]([CH:12]=1)=[CH:10][CH:9]=[CH:8][CH:7]=2)#[N:2].[Cl-].[NH4+].[N-:16]=[N+:17]=[N-:18].[Na+].Cl>CN(C)C=O.O>[NH:16]1[C:1]([C:3]2[C:4](=[O:13])[NH:5][C:6]3[C:11]([CH:12]=2)=[CH:10][CH:9]=[CH:8][CH:7]=3)=[N:2][N:18]=[N:17]1 |f:1.2,3.4|. Procedure: A mixture of 5.0 g of 3-cyano-2(1H)-quinolinone, 1.9 g of ammonium chloride and 2.4 g of sodium azide in 50 ml of dimethylformamide was heated at 120° C for 16 hours. The mixture was then poured into 250 ml of water and the resulting mixture was acidified to pH 2 with concentrated hydrochloric acid. The solid which formed was separated by filtration and dried. It was then dissolved in aqueous sodium hydroxide and the aqueous solution was washed with methylene chloride and filtered and the filtra...